Dataset: the Open Reaction Database (ORD), a public repository of structured organic reaction records. Task: describe an organic reaction: reactants, conditions, products, and yield Yields the product C(=O)(O)C(C(=O)OC)CCCCCCCCCCCCCCCC (methyl carboxystearate), C(=O)C(C(=O)OC)CCCCCCCCCCCCCCCC (methyl formylstearate). RXN SMILES: [CH:1]([CH:3]([CH2:8][CH2:9][CH2:10][CH2:11][CH2:12][CH2:13][CH2:14][CH2:15][CH2:16][CH2:17][CH2:18][CH2:19][CH2:20][CH2:21][CH2:22][CH3:23])[C:4]([O:6][CH3:7])=[O:5])=[O:2].[O:24]=O>>[C:1]([CH:3]([CH2:8][CH2:9][CH2:10][CH2:11][CH2:12][CH2:13][CH2:14][CH2:15][CH2:16][CH2:17][CH2:18][CH2:19][CH2:20][CH2:21][CH2:22][CH3:23])[C:4]([O:6][CH3:7])=[O:5])([OH:24])=[O:2].[CH:1]([CH:3]([CH2:8][CH2:9][CH2:10][CH2:11][CH2:12][CH2:13][CH2:14][CH2:15][CH2:16][CH2:17][CH2:18][CH2:19][CH2:20][CH2:21][CH2:22][CH3:23])[C:4]([O:6][CH3:7])=[O:5])=[O:2]. Starting materials: O=O (oxygen), C(=O)C(C(=O)OC)CCCCCCCCCCCCCCCC (Methyl Formylstearate), Molecular Oxygen. Procedure: Friedrich in an article entitled "Oxidation of Methyl Formylstearate with Molecular Oxygen" at J. Am. Oil Chemists' Soc. 53, p. 125-129 (1976) reports the use of air or oxygen to form methyl carboxystearate from methyl formylstearate in an emulsion with a soluble rhodium complex. The reuse of catalyst in hydroformylation reactions is described by Awl in an article entitled "Hydroformylation with Recycled Rhodium Catalyst and One-Step Esterification-Acetalation: A Process for Methyl 9(10)-Methoxy... The reactants are CCO, Brc1ccc(OCCCN2CC2)nc1, S. Product: Brc1ccc(OCCCN2CCSC2)nc1. Reaction SMILES: [CH3:16][CH2:17][OH:18].[N:2]1([CH2:5][CH2:6][CH2:7][O:8][c:9]2[n:10][cH:11][c:12]([Br:15])[cH:13][cH:14]2)[CH2:3][CH2:4]1.[SH2:1]>>[S:1]1[CH2:3][CH2:4][N:2]([CH2:5][CH2:6][CH2:7][O:8][c:9]2[n:10][cH:11][c:12]([Br:15])[cH:13][cH:14]2)[CH2:16]1. Starting materials: C1(=CC=CC=C1)C1CC(=NO1)C=1N=C(SC1)C1CCN(CC1)C(=NC1=C(C=CC(=C1)C)C)SC (methyl 4-[4-(4,5-dihydro-5-phenyl-3-isoxazolyl)-2-thiazolyl]-N-(2,5-dimethylphenyl)-1-piperidinecarboximidothioate), product, CO (methanol). Yields the product C1(=CC=CC=C1)C1CC(=NO1)C=1N=C(SC1)C1CCN(CC1)C(OC)=NC1=C(C=CC(=C1)C)C (methyl 4-[4-(4,5-dihydro-5-phenyl-3-isoxazoly)-2-thiazolyl]-N-(2,5-dimethylphenyl)-1-piperidinecarboximidate). RXN SMILES: [C:1]1([CH:7]2[O:11][N:10]=[C:9]([C:12]3[N:13]=[C:14]([CH:17]4[CH2:22][CH2:21][N:20]([C:23](SC)=[N:24][C:25]5[CH:30]=[C:29]([CH3:31])[CH:28]=[CH:27][C:26]=5[CH3:32])[CH2:19][CH2:18]4)[S:15][CH:16]=3)[CH2:8]2)[CH:6]=[CH:5][CH:4]=[CH:3][CH:2]=1.[CH3:35][OH:36]>>[C:1]1([CH:7]2[O:11][N:10]=[C:9]([C:12]3[N:13]=[C:14]([CH:17]4[CH2:22][CH2:21][N:20]([C:23](=[N:24][C:25]5[CH:30]=[C:29]([CH3:31])[CH:28]=[CH:27][C:26]=5[CH3:32])[O:36][CH3:35])[CH2:19][CH2:18]4)[S:15][CH:16]=3)[CH2:8]2)[CH:6]=[CH:5][CH:4]=[CH:3][CH:2]=1. Procedure details: A solution of methyl 4-[4-(4,5-dihydro-5-phenyl-3-isoxazolyl)-2-thiazolyl]-N-(2,5-dimethylphenyl)-1-piperidinecarboximidothioate (i.e. the product of Example 1, Step D) (0.10 g, 0.20 mmol) in methanol (5 mL) was heated in a Biotage® Creator XM microwave apparatus at 140° C. for 1.5 h. The reaction mixture was concentrated under reduced pressure. The resulting residue was purified by column chromatography on silica gel using 1:1 ethyl acetate-hexanes as eluant to provide the title compound, a com... Starting materials: NC(=O)CBr, CC(C)=O, [K+], [K+], O=C([O-])[O-], O, O=[N+]([O-])c1ccc(O)cc1. Yields the product NC(=O)COc1ccc([N+](=O)[O-])cc1. Reaction SMILES: [Br:11][CH2:12][C:13](=[O:14])[NH2:15].[CH3:22][C:23](=[O:24])[CH3:25].[K+:16].[K+:17].[O-:18][C:19]([O-:20])=[O:21].[OH2:26].[OH:1][c:2]1[cH:3][cH:4][c:5]([N+:8]([O-:9])=[O:10])[cH:6][cH:7]1>>[O:1]([c:2]1[cH:3][cH:4][c:5]([N+:8]([O-:9])=[O:10])[cH:6][cH:7]1)[CH2:12][C:13](=[O:14])[NH2:15]. Reactants: C(CCCC)(=O)C1=CC=C(C=C1)Br (4-Pentanoyl-bromobenzene), O.NN (hydrazine hydrate), [OH-].[K+] (KOH). Solvent: C(COCCO)O (diethylene glycol). Conditions: temperature 130 celsius. Yields the product C(CCCC)C1=CC=C(C=C1)Br (4-n-Pentylbromobenzene). The yield is 80.0%. Reaction SMILES: [C:1]([C:7]1[CH:12]=[CH:11][C:10]([Br:13])=[CH:9][CH:8]=1)(=O)[CH2:2][CH2:3][CH2:4][CH3:5].O.NN.[OH-].[K+]>C(O)COCCO>[CH2:1]([C:7]1[CH:8]=[CH:9][C:10]([Br:13])=[CH:11][CH:12]=1)[CH2:2][CH2:3][CH2:4][CH3:5] |f:1.2,3.4|. Procedure: A mixture of 2A (77.1 g), hydrazine hydrate (46.4 g) and KOH (590 g) in diethylene glycol (250 ml) is heated at 130° C. for 2 h, the excess of hydrazine hydrate is distilled off and the temperature is raised to 200° C. for 2 h. The cooled mixture is poured into 18% HCl, the product is extracted into ether twice and the combined ethereal extracts are washed with water and dried (MgSO4). The solvent is removed in vacuo and the residue is distilled (bp 145°-148° C. at 20 mm Hg) to yield a colourles...